This data is from the Open Reaction Database (ORD), a public repository of structured organic reaction records. The task is: describe an organic reaction: reactants, conditions, products, and yield Reactants: C(C1=CN=CC=C1)(=O)O (nicotinic acid), C1(=CC=C(C=C1)S(=O)(=O)Cl)C (p-toluenesulfonyl chloride), C([O-])([O-])=O.[K+].[K+] (potassium carbonate), Cl.COC(CN)=O (Glycine methyl ester hydrochloride), C(=O)([O-])[O-].[K+].[K+] (K2CO3). Reagents/catalysts: [Cl-].C(C1=CC=CC=C1)[N+](CC)(CC)CC (benzyltriethylammonium chloride). Solvent: C(Cl)(Cl)Cl (chloroform). Conditions: temperature 40 celsius, time 1 hour. The product is COC(CNC(=O)C=1C=NC=CC1)=O ([(pyridine-3-carbonyl)-amino]-acetic acid methyl ester). RXN SMILES: [C:1]([OH:9])(=O)[C:2]1[CH:7]=[CH:6][CH:5]=[N:4][CH:3]=1.C1(C)C=CC(S(Cl)(=O)=O)=CC=1.C(=O)([O-])[O-].[K+].[K+].Cl.[CH3:28][O:29][C:30](=[O:33])[CH2:31][NH2:32]>[Cl-].C([N+](CC)(CC)CC)C1C=CC=CC=1.C(Cl)(Cl)Cl>[CH3:28][O:29][C:30](=[O:33])[CH2:31][NH:32][C:1]([C:2]1[CH:3]=[N:4][CH:5]=[CH:6][CH:7]=1)=[O:9] |f:2.3.4,5.6,7.8|. Procedure details: A mixture of nicotinic acid (10 g, 81 mmol), p-toluenesulfonyl chloride (17 g, 89 mmol), benzyltriethylammonium chloride (1.85 g, 8.1 mmol), and potassium carbonate (K2CO3, 44.9 g, 320 mmol) in chloroform (CHCl3, 500 mL) was stirred mechanically at 40° C. for 1 h. Glycine methyl ester hydrochloride (10.2 g, 81 mmol) and K2CO3 (11.2 g, 80 mmol) were then added and stirred at 50° C. for 90 minutes (min). The reaction mixture was filtered through Celite® and the filtrate was concentrated under redu...